Dataset: the Open Reaction Database (ORD), a public repository of structured organic reaction records. Task: describe an organic reaction: reactants, conditions, products, and yield Starting materials: stannous chloride, NC=1C(=C(CNC(C(C)(C)C)=O)C=CC1Cl)F (N-(3-amino-4-chloro-2-fluorobenzyl)pivalamide), N(=O)[O-].[Na+] (sodium nitrite). Run in O (water), O (H2O). The product is Cl (HCl), ClC1=C(C(=C(CNC(C(C)(C)C)=O)C=C1)F)NN (N-(4-chloro-2-fluoro-3-hydrazinylbenzyl)pivalamide). As a reaction SMILES: [NH2:1][C:2]1[C:3]([F:17])=[C:4]([CH:13]=[CH:14][C:15]=1[Cl:16])[CH2:5][NH:6][C:7](=[O:12])[C:8]([CH3:11])([CH3:10])[CH3:9].[N:18]([O-])=O.[Na+]>O>[ClH:16].[Cl:16][C:15]1[CH:14]=[CH:13][C:4]([CH2:5][NH:6][C:7](=[O:12])[C:8]([CH3:11])([CH3:10])[CH3:9])=[C:3]([F:17])[C:2]=1[NH:1][NH2:18] |f:1.2|. Reported procedure: The title compound was prepared according to the procedure described in step-2 of Intermediate-7 by using N-(3-amino-4-chloro-2-fluorobenzyl)pivalamide (0.500 g, 1.93 mmol), sodium nitrite (0.200 g, 2.90 mmol), stannous chloride. H2O (4.84 g, 1.09 mmol), conc. HCl (20.0 g) and water (3 mL) to afford 0.300 g of the desired product. 1H NMR (300 MHz, DMSO d6): δ 1.12 (s, 9H), 4.23 (d, J=5.4 Hz, 2H), 4.34 (br s, 2H), 5.91 (s, 1H), 6.65 (t, J=7.8 Hz, 1H), 8.02 (m, 1H); MS (m/z): 274.08 (M+H+). Reactants: Cl, Cc1cc2c3n1C(c1ccccc1)=CN(n1c(C)nc4cc(C(=O)N5CCN(CCO)CC5)ccc4c1=O)C(=O)C3=CCC2. Yields the product Cc1cc2c3n1C(c1ccccc1)=CN(n1c(C)nc4cc(C(=O)NCCN5CCOCC5)ccc4c1=O)C(=O)C3=CCC2. RXN SMILES: [ClH:45].[OH:1][CH2:2][CH2:3][N:4]1[CH2:5][CH2:6][N:7]([C:10](=[O:11])[c:12]2[cH:13][cH:14][c:15]3[c:16](=[O:44])[n:17]([N:23]4[CH:24]=[C:25]([c:38]5[cH:39][cH:40][cH:41][cH:42][cH:43]5)[n:26]5[c:27]([CH3:37])[cH:28][c:29]6[c:34]5[C:33](=[CH:32][CH2:31][CH2:30]6)[C:35]4=[O:36])[c:18]([CH3:22])[n:19][c:20]3[cH:21]2)[CH2:8][CH2:9]1>>[O:1]1[CH2:2][CH2:3][N:4]([CH2:9][CH2:8][NH:7][C:10](=[O:11])[c:12]2[cH:13][cH:14][c:15]3[c:16](=[O:44])[n:17]([N:23]4[CH:24]=[C:25]([c:38]5[cH:39][cH:40][cH:41][cH:42][cH:43]5)[n:26]5[c:27]([CH3:37])[cH:28][c:29]6[c:34]5[C:33](=[CH:32][CH2:31][CH2:30]6)[C:35]4=[O:36])[c:18]([CH3:22])[n:19][c:20]3[cH:21]2)[CH2:5][CH2:6]1. Reactants: O1C(COC2=NN=NN2C2=CC=CC=C2)C1 (2,3-Epoxy-1-[(1-phenyl-5-tetrazolyl)oxy]propane), C(C)(C)(C)N (tert.-butylamine), Cl (hydrochloride). Run in C1=CC=CC=C1 (benzene). Product: Cl.C(C)(C)(C)NCC(COC1=NN=NN1C1=CC=CC=C1)O (1-(tert.-Butylamino)-3-[(1-phenyl-5-tetrazolyl)oxy]-2-propanol Hydrochloride). RXN SMILES: [O:1]1[CH2:16][CH:2]1[CH2:3][O:4][C:5]1[N:9]([C:10]2[CH:15]=[CH:14][CH:13]=[CH:12][CH:11]=2)[N:8]=[N:7][N:6]=1.[C:17]([NH2:21])([CH3:20])([CH3:19])[CH3:18].[ClH:22]>C1C=CC=CC=1>[ClH:22].[C:17]([NH:21][CH2:16][CH:2]([OH:1])[CH2:3][O:4][C:5]1[N:9]([C:10]2[CH:15]=[CH:14][CH:13]=[CH:12][CH:11]=2)[N:8]=[N:7][N:6]=1)([CH3:20])([CH3:19])[CH3:18] |f:4.5|. Procedure details: 2,3-Epoxy-1-[(1-phenyl-5-tetrazolyl)oxy]propane (43.7 g., 0.20 mole) was heated at the reflux temperature in 150 ml. of tert.-butylamine and 300 ml. of benzene for 9 hours. The solvents were evaporated in vacuo and the residual oil was dissolved in 100 ml. of EtOH and acidified with ethanolic HCl. Dilution with diethyl ether gave 44.8 g. of the hydrochloride of the product, m.p. 73°-82°. Recrystallization from i-PrOH-IPE gave 30.8 g., m.p. 152.5°-154.5° (corr.). Starting materials: CNC(=O)c1cn(C)c2cc(OC)ccc12, O=C1CCC(=O)N1Cl, ClC(Cl)(Cl)Cl, CN(C)C=O. Yields the product CNC(=O)c1c(Cl)n(C)c2cc(OC)ccc12. Reaction SMILES: [CH3:9][O:10][c:11]1[cH:12][cH:13][c:14]2[c:15]([C:21](=[O:22])[NH:23][CH3:24])[cH:16][n:17]([CH3:20])[c:18]2[cH:19]1.[Cl:1][N:2]1[C:3](=[O:4])[CH2:5][CH2:6][C:7]1=[O:8].[Cl:25][C:26]([Cl:27])([Cl:28])[Cl:29].[O:30]=[CH:31][N:32]([CH3:33])[CH3:34]>>[Cl:1][c:16]1[c:15]([C:21](=[O:22])[NH:23][CH3:24])[c:14]2[cH:13][cH:12][c:11]([O:10][CH3:9])[cH:19][c:18]2[n:17]1[CH3:20]. Starting materials: O=C(O)c1cncc(Br)c1, O=C(n1ccnc1)n1ccnc1, CN(C)C=O, c1ccc(C2=NNCC2)cc1. Yields the product O=C(c1cncc(Br)c1)N1CCC(c2ccccc2)=N1. RXN SMILES: [Br:13][c:14]1[cH:15][n:16][cH:17][c:18]([C:19](=[O:20])[OH:21])[cH:22]1.[C:1]([n:2]1[cH:3][cH:4][n:5][cH:6]1)([n:7]1[cH:8][cH:9][n:10][cH:11]1)=[O:12].[O:34]=[CH:35][N:36]([CH3:37])[CH3:38].[c:23]1([C:29]2=[N:30][NH:31][CH2:32][CH2:33]2)[cH:24][cH:25][cH:26][cH:27][cH:28]1>>[Br:13][c:14]1[cH:15][n:16][cH:17][c:18]([C:19](=[O:21])[N:31]2[N:30]=[C:29]([c:23]3[cH:24][cH:25][cH:26][cH:27][cH:28]3)[CH2:33][CH2:32]2)[cH:22]1. Reactants: COC(=O)C=1SC=C(C1Cl)CBr (2-methoxycarbonyl-3-chloro-4-(bromomethyl)thiophene), CN1CCNCC1 (1-methylpiperazine). The solvent is C(Cl)Cl (methylene chloride). Run at time 16 hour. Product: COC(=O)C=1SC=C(C1Cl)CN1CCN(CC1)C (2-methoxycarbonyl-3-chloro-4-((4-methylpiperazin-1-yl)methyl)thiophene). Isolated yield 39.8%. As a reaction SMILES: [CH3:1][O:2][C:3]([C:5]1[S:6][CH:7]=[C:8]([CH2:11]Br)[C:9]=1[Cl:10])=[O:4].[CH3:13][N:14]1[CH2:19][CH2:18][NH:17][CH2:16][CH2:15]1>C(Cl)Cl>[CH3:1][O:2][C:3]([C:5]1[S:6][CH:7]=[C:8]([CH2:11][N:17]2[CH2:18][CH2:19][N:14]([CH3:13])[CH2:15][CH2:16]2)[C:9]=1[Cl:10])=[O:4]. Procedure details: To 2-methoxycarbonyl-3-chloro-4-(bromomethyl)thiophene (0.20 g, 0.74 mmol) in methylene chloride (7.5 mL) was added 1-methylpiperazine (0.095 mL, 0.86 mmol) and the mixture was stirred at ambient temperature. After 16 hours, the mixture was poured onto methylene chloride (20 mL) and washed with dilute aqueous NaHCO3, water and brine, dried over Na2SO4 and concentrated in vacuo. Purification by flash chromatography on silica gel afforded 0.085 g (40% yield) of 2-methoxycarbonyl-3-chloro-4-((4-met... Reactants: FC(C(=O)O)(F)F.CN(C([C@H](N)CO)=O)C (N,N-dimethyl-D-serinamide trifluoroacetate), [OH-].[Na+] (sodium hydroxide), compound, C(C)OCC (ethyl ether). Run in CO (methanol). Reaction conditions: time 30 minute. Yields the product CN(C([C@H](N)CO)=O)C (N,N-dimethyl-D-serinamide), powder. Reaction SMILES: FC(F)(F)C(O)=O.[CH3:8][N:9]([CH3:16])[C:10](=[O:15])[C@@H:11]([CH2:13][OH:14])[NH2:12].[OH-].[Na+].C(OCC)C>CO>[CH3:8][N:9]([CH3:16])[C:10](=[O:15])[C@@H:11]([CH2:13][OH:14])[NH2:12] |f:0.1,2.3|. Procedure details: The compound (1.00 g) prepared in Experiment 4 was dissolved in dimethylformaide (2 ml). A solution of N,N-dimethyl-D-serinamide was prepared by dissolving N,N-dimethyl-D-serinamide trifluoroacetate (590 mg) in methanol (5 ml), adding 1N-aqueous sodium hydroxide solution (2.4 ml) thereto, followed by distilling off the solvent under reduced pressure, and extracting the residue with acetonitrile (2 ml). The N,N-dimethyl-D-serinamide solution was added to the solution of the compound prepared in E...